From a dataset of the Open Reaction Database (ORD), a public repository of structured organic reaction records. describe an organic reaction: reactants, conditions, products, and yield Reactants: C(=O)[O-].[NH4+] (ammonium formate), N1C=CC=2C(CC=CC12)=O (indole-4-(5H)-one), CN1C=CC=C1 (N-methylpyrrole). Reagents/catalysts: [Pd] (Pd/C). Run in O1CCCC1 (tetrahydrofuran), CO (methanol). Reaction conditions: time 20 minute. Product: N1C=CC2=CC=CC=C12 (indole), yellow powder. Isolated yield 32.0%. As a reaction SMILES: [NH:1]1[C:9]2[CH:8]=[CH:7][CH2:6][C:5](=O)[C:4]=2[CH:3]=[CH:2]1.CN1C=CC=C1.C([O-])=O.[NH4+]>O1CCCC1.CO.[Pd]>[NH:1]1[C:9]2[C:4](=[CH:5][CH:6]=[CH:7][CH:8]=2)[CH:3]=[CH:2]1 |f:2.3|. Procedure: Compound CP7-19 of the formula X, where R=trans-CH=CH; Het=N-methylpyrrole; m=1; n=0; A=Butyramido, was prepared. 10% Pd/C(30 mg) and ammonium formate (30 mg) were added to 5-benzyloxy-3-tert-butyloxycarbonyl-1-chloromethyl-8-methyl-1,2-dihydro-3H-pyrrolo 3,2-e!indole (30 mg), which was synthesized using the reported methods (Ref. D. L. Boger and R. S. Coleman, J. Am. Chem. Soc. 1988, 110, 4796-4807), dissolved in a solution of tetrahydrofuran and methanol (0.8 ml, 1/1, v/v) and the reaction mix... The reactants are N#Cc1ccccc1, [NH4+], [OH-], O=C(O)c1ccccc1. The product is NC(=O)c1ccccc1. As a reaction SMILES: [N:12]#[C:13][c:14]1[cH:15][cH:16][cH:17][cH:18][cH:19]1.[NH4+:10].[OH-:11].[OH:1][C:2](=[O:3])[c:4]1[cH:5][cH:6][cH:7][cH:8][cH:9]1>>[O:1]=[C:2]([c:4]1[cH:5][cH:6][cH:7][cH:8][cH:9]1)[NH2:10]. Reactants: N1CCNCCC1 (homopiperazine), Cl.Cl.N1CCNCCC1 (homopiperazine dihydrochloride), C(C1=CC=CC=C1)Cl (benzyl chloride). Run in C(C)O (ethanol). Reaction conditions: temperature 70 celsius, time 3 hour. Product: C(C1=CC=CC=C1)N1CCNCCC1 (1-benzyihomopiperazine). Reaction SMILES: [NH:1]1[CH2:7][CH2:6][CH2:5][NH:4][CH2:3][CH2:2]1.Cl.Cl.N1CCCNCC1.[CH2:17](Cl)[C:18]1[CH:23]=[CH:22][CH:21]=[CH:20][CH:19]=1>C(O)C>[CH2:17]([N:1]1[CH2:7][CH2:6][CH2:5][NH:4][CH2:3][CH2:2]1)[C:18]1[CH:23]=[CH:22][CH:21]=[CH:20][CH:19]=1 |f:1.2.3|. Procedure: A mixture of 101 mg of homopiperazine, 175 mg of homopiperazine dihydrochloride, 3 mL of ethanol was heated to 70° C. into a solution. 0.115 mL of benzyl chloride was added and the mixture was stirred at 70° C. for 3 hours. After cooling to room temperature, ethanol was removed under reduced pressure, and 20 mL of aqueous 2N sodium hydroxide solution was added to the solution, which was extracted with 20 mL×2 of ethyl acetate. The organic layers were combined, washed with 20 mL of saturated aque... The reactants are ClC1=C(OC2=CC=C(C=C2)O)C=CC(=C1)C(F)(F)F (4-(2-chloro-4-trifluoromethylphenoxy)phenol), BrC(C(=CC(=O)OCC)OC)C (ethyl 4-bromo-3-methoxy-2-pentenoate), C([O-])([O-])=O.[K+].[K+] (potassium carbonate). Solvent: CN(C)C=O (DMF). Yields the product ethyl ester, ClC1=C(OC2=CC=C(OC(C(=CC(=O)O)OC)C)C=C2)C=CC(=C1)C(F)(F)F (4-[4-(2-chloro-4-trifluoromethylphenoxy)phenoxy]-3-methoxy-2-pentenoic acid). Reaction SMILES: [Cl:1][C:2]1[CH:15]=[C:14]([C:16]([F:19])([F:18])[F:17])[CH:13]=[CH:12][C:3]=1[O:4][C:5]1[CH:10]=[CH:9][C:8]([OH:11])=[CH:7][CH:6]=1.Br[CH:21]([CH3:31])[C:22]([O:29][CH3:30])=[CH:23][C:24]([O:26]CC)=[O:25].C(=O)([O-])[O-].[K+].[K+]>CN(C=O)C>[Cl:1][C:2]1[CH:15]=[C:14]([C:16]([F:18])([F:17])[F:19])[CH:13]=[CH:12][C:3]=1[O:4][C:5]1[CH:6]=[CH:7][C:8]([O:11][CH:21]([CH3:31])[C:22]([O:29][CH3:30])=[CH:23][C:24]([OH:26])=[O:25])=[CH:9][CH:10]=1 |f:2.3.4|. Reported procedure: A mixture of 4-(2-chloro-4-trifluoromethylphenoxy)phenol (1.16 g), ethyl 4-bromo-3-methoxy-2-pentenoate (1.74 g) and potassium carbonate (0.73 g) in DMF (5 ml.) is heated to about 130° for 2 hours. Thereafter, DMF is removed. The residue is filtered and washed with methylene dichloride. The filtrate is washed, dried and evaporated to dryness. The oily residue is subjected to prep. thin layer chromatography using 20% ethylacetate/hexane to yield the ethyl ester of 4-[4-(2-chloro-4-trifluoromethyl... The reactants are C(C)(C)(C)C=1C(C(C=C(C1)C(C)(C)C)=O)=O (3,5-di-t-butyl-1,2-benzoquinone), NC1=C(C=CC=C1)S (2-aminothiophenol). The solvent is CO (methanol). Run at time 2 hour. Yields the product C(C)(C)(C)C1=C(C=2NC3=CC=CC=C3SC2C(=C1)C(C)(C)C)O (2,4-di-t-butyl-1-hydroxy-10H-phenothiazine). As a reaction SMILES: [C:1]([C:5]1[C:6](=[O:16])[C:7](=O)[CH:8]=[C:9]([C:11]([CH3:14])([CH3:13])[CH3:12])[CH:10]=1)([CH3:4])([CH3:3])[CH3:2].[NH2:17][C:18]1[CH:23]=[CH:22][CH:21]=[CH:20][C:19]=1[SH:24]>CO>[C:1]([C:5]1[CH:10]=[C:9]([C:11]([CH3:14])([CH3:13])[CH3:12])[C:8]2[S:24][C:19]3[C:18](=[CH:23][CH:22]=[CH:21][CH:20]=3)[NH:17][C:7]=2[C:6]=1[OH:16])([CH3:4])([CH3:3])[CH3:2]. Procedure details: To a solution of 3,5-di-t-butyl-1,2-benzoquinone (2.2 q) in methanol (15 ml) cooled in an ice bath was added 2-aminothiophenol (1.38 g) and the mixture was stirred for 2 hours. A solid precipitate was filtered off and crystallized from heptane to yield the title compound m.p. 202°-212° (dec.). From the methanol filtrate there was obtained, after chromatography and crystallization, an additional crop of the title compound. Reactants: CC(C)=O, CCOCC, Cl, [H-], [Na+], COC(=O)c1ccco1. Product: CC(=O)CC(=O)c1ccco1. RXN SMILES: [CH3:12][C:13]([CH3:14])=[O:15].[CH3:17][CH2:18][O:19][CH2:20][CH3:21].[ClH:16].[H-:11].[Na+:10].[o:1]1[c:2]([C:6]([O:8][CH3:7])=[O:9])[cH:3][cH:4][cH:5]1>>[o:1]1[c:2]([C:6](=[O:8])[CH2:12][C:13]([CH3:14])=[O:15])[cH:3][cH:4][cH:5]1.